From a dataset of the Open Reaction Database (ORD), a public repository of structured organic reaction records. describe an organic reaction: reactants, conditions, products, and yield Reactants: [N+](=O)([O-])C(C)C (2-Nitropropane), BrCC1=CC=C(C=C1)C=1C(=CC=CC1)C(=O)OC (methyl 4'-(bromomethyl)biphenyl-2-carboxylate), [Na] (sodium). Run in C(C)O (ethanol). Yields the product C(=O)C1=CC=C(C=C1)C=1C(=CC=CC1)C(=O)OC (methyl 4'-formylbiphenyl-2-carboxylate). RXN SMILES: [N+](C(C)C)([O-])=[O:2].Br[CH2:8][C:9]1[CH:14]=[CH:13][C:12]([C:15]2[C:16]([C:21]([O:23][CH3:24])=[O:22])=[CH:17][CH:18]=[CH:19][CH:20]=2)=[CH:11][CH:10]=1.[Na]>C(O)C>[CH:8]([C:9]1[CH:14]=[CH:13][C:12]([C:15]2[C:16]([C:21]([O:23][CH3:24])=[O:22])=[CH:17][CH:18]=[CH:19][CH:20]=2)=[CH:11][CH:10]=1)=[O:2] |^1:24|. Procedure: 2-Nitropropane (7.7 ml) and compound C (20.0 g) were added to a solution of sodium (1.52 ) in ethanol (80 ml) and the solution was heated under reflux for 5 hours. Volatile material was removed by evaporation and the residue was partitioned between ether (300 ml) and water (300 ml). The organic phase was separated, washed with saturated sodium chloride solution and dried (MgSO4). The solvent was removed by evaporation and the residue was purified by flash chromatography, eluting with a mixture o...